From a dataset of the Open Reaction Database (ORD), a public repository of structured organic reaction records. describe an organic reaction: reactants, conditions, products, and yield Reaction SMILES: I[C:2]1[C:11](=[O:12])[C:10]2[C:5](=[CH:6][CH:7]=[CH:8][CH:9]=2)[N:4]([CH2:13][C:14]2[CH:19]=[CH:18][CH:17]=[C:16]([CH3:20])[N:15]=2)[CH:3]=1.C([Mg]Cl)(C)C.[Cl:26][C:27]1[CH:38]=[CH:37][C:30]([C:31](N(OC)C)=[O:32])=[CH:29][CH:28]=1>C1COCC1>[Cl:26][C:27]1[CH:38]=[CH:37][C:30]([C:31]([C:2]2[C:11](=[O:12])[C:10]3[C:5](=[CH:6][CH:7]=[CH:8][CH:9]=3)[N:4]([CH2:13][C:14]3[CH:19]=[CH:18][CH:17]=[C:16]([CH3:20])[N:15]=3)[CH:3]=2)=[O:32])=[CH:29][CH:28]=1. Conditions: time 2 hour. The reactants are IC1=CN(C2=CC=CC=C2C1=O)CC1=NC(=CC=C1)C (3-iodo-1-(6-methyl-pyridin-2-ylmethyl)-1H-quinolin-4-one), C(C)(C)[Mg]Cl (isopropyl magnesium chloride), ClC1=CC=C(C(=O)N(C)OC)C=C1 (4-chloro-N-methoxy-N-methyl-benzamide). Product: ClC1=CC=C(C(=O)C2=CN(C3=CC=CC=C3C2=O)CC2=NC(=CC=C2)C)C=C1 (3-(4-chloro-benzoyl)-1-(6-methyl-pyridin-2-ylmethyl)-1H-quinolin-4-one). Procedure details: A −78° C. solution of 3-iodo-1-(6-methyl-pyridin-2-ylmethyl)-1H-quinolin-4-one (113 mg, 0.3 mmol, 1 equiv) in 3 mL of THF was treated with 1.65 mL of isopropyl magnesium chloride (1.1 equiv) for 2 hours. Then 4-chloro-N-methoxy-N-methyl-benzamide (46 μL, 1.2 equiv) was added and stirring continued at rt for 2 hours. The reaction was quenched by slow addition of saturated aqueous solution of NH4Cl. Standard workup followed by HPLC purification gave 3-(4-chloro-benzoyl)-1-(6-methyl-pyridin-2-ylmet... Run in C1CCOC1 (THF). Starting materials: COC(=O)C=1SC=CC1NC(C(=O)O)C=1C=NC(=CC1)OC (2-(2-(methoxycarbonyl)thiophen-3-ylamino)-2-(6-methoxypyridin-3-yl)acetic acid), C(=NC1CCCCC1)=NC1CCCCC1 (N,N′-methanediylidenedicyclohexanamine), N1(N=NC2=C1C=CC=C2)O (1H-benzo[d][1,2,3]triazol-1-ol), N12C[C@@H](C(CC1)CC2)O ((R)-quinuclidin-3-ol). Run in C1CCOC1 (THF). Conditions: time 15 hour. The product is COC1=CC=C(C=N1)[C@H](C(OC1CN2CCC1CC2)=O)NC2=C(SC=C2)C(=O)OC ((R)-methyl 3-(1-(6-methoxypyridin-3-yl)-2-oxo-2-(quinuclidin-3-yloxy)ethylamino)thiophene-2-carboxylate). The yield is 14.0%. RXN SMILES: [CH3:1][O:2][C:3]([C:5]1[S:6][CH:7]=[CH:8][C:9]=1[NH:10][CH:11]([C:15]1[CH:16]=[N:17][C:18]([O:21][CH3:22])=[CH:19][CH:20]=1)[C:12]([OH:14])=[O:13])=[O:4].C(=NC1CCCCC1)=NC1CCCCC1.N1(O)C2C=CC=CC=2N=N1.[N:48]12[CH2:55][CH2:54][CH:51]([CH2:52][CH2:53]1)[C@@H:50](O)[CH2:49]2>C1COCC1>[CH3:22][O:21][C:18]1[N:17]=[CH:16][C:15]([C@@H:11]([NH:10][C:9]2[CH:8]=[CH:7][S:6][C:5]=2[C:3]([O:2][CH3:1])=[O:4])[C:12](=[O:14])[O:13][CH:50]2[CH:51]3[CH2:54][CH2:55][N:48]([CH2:53][CH2:52]3)[CH2:49]2)=[CH:20][CH:19]=1. Procedure: To a solution of 2-(2-(methoxycarbonyl)thiophen-3-ylamino)-2-(6-methoxypyridin-3-yl)acetic acid (I59) (548 mg, 1.70 mmol) in THF (20 ml), were added N,N′-methanediylidenedicyclohexanamine (421 mg, 2.04 mmol), 1H-benzo[d][1,2,3]triazol-1-ol (276 mg, 2.04 mmol), and (R)-quinuclidin-3-ol (259 mg, 2.04 mmol). The reaction mixture was stirred at room temperature for 15 hours, and then the solvent was evaporated. The residue was taken up with DCM, and the insoluble was removed by filtration. The organ... Reactants: CCCCN=C(N)Nc1nc(CCl)cs1, CCO, Cl, Cl, Cl, NCCS, [Na], O. Product: Cl, CCCCN=C(N)Nc1nc(CSCCN)cs1. RXN SMILES: [CH2:8]([CH2:9][CH2:10][CH3:11])[N:12]=[C:13]([NH:14][c:15]1[s:16][cH:17][c:18]([CH2:20][Cl:21])[n:19]1)[NH2:22].[CH3:24][CH2:25][OH:26].[ClH:1].[ClH:23].[ClH:7].[NH2:2][CH2:3][CH2:4][SH:5].[Na:6].[OH2:27]>>[ClH:21].[NH2:2][CH2:3][CH2:4][S:5][CH2:20][c:18]1[cH:17][s:16][c:15]([NH:14][C:13](=[N:12][CH2:8][CH2:9][CH2:10][CH3:11])[NH2:22])[n:19]1.